This data is from the Open Reaction Database (ORD), a public repository of structured organic reaction records. The task is: describe an organic reaction: reactants, conditions, products, and yield The reactants are O=N[O-], Cc1cc(N)nc(C)c1Br, [Na+], O, O=S(=O)(O)O. Yields the product Cc1cc(O)nc(C)c1Br. Reaction SMILES: [N:11](=[O:12])[O-:13].[NH2:1][c:2]1[n:3][c:4]([CH3:10])[c:5]([Br:9])[c:6]([CH3:8])[cH:7]1.[Na+:14].[OH2:20].[S:15](=[O:16])(=[O:17])([OH:18])[OH:19]>>[c:2]1([OH:12])[n:3][c:4]([CH3:10])[c:5]([Br:9])[c:6]([CH3:8])[cH:7]1. Starting materials: C(=O)=O (Carbon dioxide), nitrile, C=O (formaldehyde), C(#N)CC(=O)O (cyanacetic acid), CNC (dimethylamine). Conditions: temperature 15 celsius, time 30 minute. Yields the product CN(C)CC(C#N)=C (2-dimethylaminomethylacrylonitrile), C(#N)CC(=O)O (cyanacetic acid). Isolated yield 31.0%. As a reaction SMILES: [CH2:1]=O.[C:3]([CH2:5][C:6]([OH:8])=[O:7])#[N:4].C(=O)=O.[CH3:12][NH:13][CH3:14]>>[CH3:12][N:13]([CH2:1][C:5](=[CH2:6])[C:3]#[N:4])[CH3:14].[C:3]([CH2:5][C:6]([OH:8])=[O:7])#[N:4]. Procedure: Aqueous formaldehyde (162 ml, 37%) was added slowly to a solution of cyanacetic acid (85g) and dimethylamine (350 ml, 26% aqueous). The solution was stirred at 15° C during the addition and then at 40° C for a further 30 minutes. Carbon dioxide evolution commenced at 31° C, the rate of evolution increasing with rising temperature. The solution was extracted with ether (3 × 250 ml), after drying over anhydrous sodium sulphate, the solvent was evaporated at atmospheric pressure to give an oil. The... Starting materials: O=C1NC=CC2=C1C(=NN2)C=2C=C(SC2)C(=O)N (4-(4-oxo-4,5-dihydro-1H-pyrazolo[4,3-c]pyridin-3-yl)thiophene-2-carboxamide), [H-].[Na+] (sodium hydride), CC1=CC=C(C=C1)S(=O)(=O)OCC1(COC1)C ((3-methyloxetan-3-yl)methyl 4-methylbenzenesulfonate). Run in CN(C)C=O (DMF). Reaction conditions: time 1 hour. Yields the product CC1(COC1)CN1N=C(C=2C(NC=CC21)=O)C=2C=C(SC2)C(=O)N (4-(1-((3-methyloxetan-3-yl)methyl)-4-oxo-4,5-dihydro-1H-pyrazolo[4,3-c]pyridin-3-yl)thiophene-2-carboxamide). The yield is 2.9%. RXN SMILES: [O:1]=[C:2]1[C:7]2[C:8]([C:11]3[CH:12]=[C:13]([C:16]([NH2:18])=[O:17])[S:14][CH:15]=3)=[N:9][NH:10][C:6]=2[CH:5]=[CH:4][NH:3]1.[H-].[Na+].CC1C=CC(S(O[CH2:32][C:33]2([CH3:37])[CH2:36][O:35][CH2:34]2)(=O)=O)=CC=1>CN(C=O)C>[CH3:32][C:33]1([CH2:37][N:10]2[C:6]3[CH:5]=[CH:4][NH:3][C:2](=[O:1])[C:7]=3[C:8]([C:11]3[CH:12]=[C:13]([C:16]([NH2:18])=[O:17])[S:14][CH:15]=3)=[N:9]2)[CH2:36][O:35][CH2:34]1 |f:1.2|. Procedure: To a solution of 4-(4-oxo-4,5-dihydro-1H-pyrazolo[4,3-c]pyridin-3-yl)thiophene-2-carboxamide (60.0 mg) in DMF (3 mL) was added sodium hydride (60% dispersion in mineral oil, 23.0 mg), and the mixture was stirred at room temperature for 1 hr. To the reaction mixture was added (3-methyloxetan-3-yl)methyl 4-methylbenzenesulfonate (148 mg), and the mixture was stirred overnight at room temperature. The reaction mixture was extracted with water and ethyl acetate, and the organic layer was washed with... Starting materials: ClC1=CC=C(C=C1)C1=CC(=C(C=C1)[N+](=O)[O-])C(Cl)Cl (4′-Chloro-3-(1,1-dichloromethyl)-4-nitrobiphenyl), C[O-].[Na+] (sodium methoxide). Run at temperature 100 celsius, time 4 hour. Product: ClC1=CC=C(C=C1)C1=CC(=C(C=C1)[N+](=O)[O-])C=O (4′-chloro-4-nitrobiphenyl-3-carbaldehyde). Reaction SMILES: [Cl:1][C:2]1[CH:7]=[CH:6][C:5]([C:8]2[CH:13]=[CH:12][C:11]([N+:14]([O-:16])=[O:15])=[C:10]([CH:17](Cl)Cl)[CH:9]=2)=[CH:4][CH:3]=1.C[O-:21].[Na+]>>[Cl:1][C:2]1[CH:7]=[CH:6][C:5]([C:8]2[CH:13]=[CH:12][C:11]([N+:14]([O-:16])=[O:15])=[C:10]([CH:17]=[O:21])[CH:9]=2)=[CH:4][CH:3]=1 |f:1.2|. Procedure details: 4′-Chloro-3-(1,1-dichloromethyl)-4-nitrobiphenyl (0.4 g, 1.26 mmol) was dissolved in methanolic sodium methoxide (15 mL; 0.5 M). The mixture was refluxed for 12 hours under argon. The solvent was evaporated and the residue diluted in 1,4-dioxane (15 ml) and water (1 ml), then a few drops of concentrated HCl were added. The reaction mixture was stirred at 100° C. for 4 hours. The solvent was then evaporated and the crude mixture purified by flash chromatography on silica gel (eluting with dichlor...